The task is: describe an organic reaction: reactants, conditions, products, and yield. This data is from the Open Reaction Database (ORD), a public repository of structured organic reaction records. The reactants are CN1CCN(CCCN)CC1, NC(=O)c1c(OCc2c(F)cc(Br)cc2F)nsc1NC(=O)Oc1ccccc1. Product: CN1CCN(CCCNC(=O)Nc2snc(OCc3c(F)cc(Br)cc3F)c2C(N)=O)CC1. Reaction SMILES: [CH3:30][N:31]1[CH2:32][CH2:33][N:34]([CH2:37][CH2:38][CH2:39][NH2:40])[CH2:35][CH2:36]1.[c:1]1([O:2][C:8]([NH:9][c:10]2[c:11]([C:26]([NH2:27])=[O:28])[c:12]([O:15][CH2:16][c:17]3[c:18]([F:25])[cH:19][c:20]([Br:24])[cH:21][c:22]3[F:23])[n:13][s:14]2)=[O:29])[cH:3][cH:4][cH:5][cH:6][cH:7]1>>[C:8]([NH:9][c:10]1[c:11]([C:26]([NH2:27])=[O:28])[c:12]([O:15][CH2:16][c:17]2[c:18]([F:25])[cH:19][c:20]([Br:24])[cH:21][c:22]2[F:23])[n:13][s:14]1)(=[O:29])[NH:40][CH2:39][CH2:38][CH2:37][N:34]1[CH2:33][CH2:32][N:31]([CH3:30])[CH2:36][CH2:35]1. Yield: 61.3%. Run at time 15 minute. As a reaction SMILES: [CH3:1][C:2]1[CH:11]=[C:10]2[C:5]([CH:6]=[CH:7][C:8](=[O:15])[N:9]2[CH2:12][CH:13]=O)=[CH:4][CH:3]=1.[O:16]1[C:21]2[CH:22]=[CH:23][C:24]([CH2:26][N:27]([CH:35]3[CH2:40][CH2:39][NH:38][CH2:37][CH2:36]3)[C:28](=[O:34])[O:29][C:30]([CH3:33])([CH3:32])[CH3:31])=[CH:25][C:20]=2[O:19][CH2:18][CH2:17]1.C(O[BH-](OC(=O)C)OC(=O)C)(=O)C.[Na+].C(=O)([O-])O.[Na+]>C(Cl)(Cl)Cl.O.C(O)(=O)C.ClCCl>[O:16]1[C:21]2[CH:22]=[CH:23][C:24]([CH2:26][N:27]([CH:35]3[CH2:40][CH2:39][N:38]([CH2:13][CH2:12][N:9]4[C:10]5[C:5](=[CH:4][CH:3]=[C:2]([CH3:1])[CH:11]=5)[CH:6]=[CH:7][C:8]4=[O:15])[CH2:37][CH2:36]3)[C:28](=[O:34])[O:29][C:30]([CH3:33])([CH3:31])[CH3:32])=[CH:25][C:20]=2[O:19][CH2:18][CH2:17]1 |f:2.3,4.5|. Yields the product O1CCOC2=C1C=CC(=C2)CN(C(OC(C)(C)C)=O)C2CCN(CC2)CCN2C(C=CC1=CC=C(C=C21)C)=O (tert-butyl (2,3-dihydro-1,4-benzodioxin-6-ylmethyl)(1-(2-(7-methyl-2-oxoquinolin-1(2H)-yl)ethyl)piperidin-4-yl)carbamate). The reactants are C(O)([O-])=O.[Na+] (sodium hydrogen carbonate), CC1=CC=C2C=CC(N(C2=C1)CC=O)=O ((7-methyl-2-oxoquinolin-1(2H)-yl)acetaldehyde), O1CCOC2=C1C=CC(=C2)CN(C(OC(C)(C)C)=O)C2CCNCC2 (tert-butyl (2,3-dihydro-1,4-benzodioxin-6-ylmethyl)(piperidin-4-yl)carbamate), C(C)(=O)O[BH-](OC(C)=O)OC(C)=O.[Na+] (sodium triacetoxyborohydride). Solvent: C(Cl)(Cl)Cl (chloroform), O (water), C(C)(=O)O (acetic acid), ClCCl (dichloromethane). Procedure: To 8.0 mL of dichloromethane solution containing 0.16 g of (7-methyl-2-oxoquinolin-1(2H)-yl)acetaldehyde, 0.28 g of tert-butyl (2,3-dihydro-1,4-benzodioxin-6-ylmethyl)(piperidin-4-yl)carbamate and 80 μL of acetic acid were added, stirred at room temperature for 15 min, then, 0.25 g of sodium triacetoxyborohydride was added, and stirred at room temperature for 1 hour. To the reaction mixture, aqueous saturated sodium hydrogen carbonate solution, water and chloroform were added. The organic layer ... Isolated yield 25.1%. Yields the product FC=1C=C(C=C(C1)F)NC=1N=CC(=C2C1N(C=C2C)C)C(=O)N2CCOCC2 (1-[7-(3,5-difluoro-phenylamino)-1,3-dimethyl-1H-pyrrolo[2,3-c]pyridin-4-yl]-1-morpholin-4-yl-methanone). As a reaction SMILES: Cl[C:2]1[N:3]=[CH:4][C:5]([C:13]([N:15]2[CH2:20][CH2:19][O:18][CH2:17][CH2:16]2)=[O:14])=[C:6]2[C:10]([CH3:11])=[CH:9][N:8]([CH3:12])[C:7]=12.[F:21][C:22]1[CH:23]=[C:24]([CH:26]=[C:27]([F:29])[CH:28]=1)[NH2:25]>>[F:21][C:22]1[CH:23]=[C:24]([NH:25][C:2]2[N:3]=[CH:4][C:5]([C:13]([N:15]3[CH2:20][CH2:19][O:18][CH2:17][CH2:16]3)=[O:14])=[C:6]3[C:10]([CH3:11])=[CH:9][N:8]([CH3:12])[C:7]=23)[CH:26]=[C:27]([F:29])[CH:28]=1. Reactants: ClC=1N=CC(=C2C1N(C=C2C)C)C(=O)N2CCOCC2 (1-(7-chloro-1,3-dimethyl-1H-pyrrolo[2,3-c]pyridine-4-yl)-1-morpholin-4-yl-methanone), FC=1C=C(N)C=C(C1)F (3,5-difluoroaniline). Reported procedure: Prepared in a similar manner to Example 4(d) from 1-(7-chloro-1,3-dimethyl-1H-pyrrolo[2,3-c]pyridine-4-yl)-1-morpholin-4-yl-methanone (100 mg) and using 3,5-difluoroaniline (88 mg) instead of 3-bromoaniline and heating for 15 rather than 30 minutes to give 1-[7-(3,5-difluoro-phenylamino)-1,3-dimethyl-1H-pyrrolo[2,3-c]pyridin-4-yl]-1-morpholin-4-yl-methanone (33 mg). Reactants: C(C1=CC=CC=C1)OCC(C(=O)OC)(C)C (methyl 3-(benzyloxy)-2,2-dimethylpropanoate), Cl (HCl), [OH-].[Na+] (NaOH), [OH-].[Na+] (NaOH). Solvent: C1CCOC1 (THF). Conditions: temperature 65 celsius. Product: C(C1=CC=CC=C1)OCC(C(=O)O)(C)C (3-(benzyloxy)-2,2-dimethylpropanoic acid). Reaction SMILES: [CH2:1]([O:8][CH2:9][C:10]([CH3:16])([CH3:15])[C:11]([O:13]C)=[O:12])[C:2]1[CH:7]=[CH:6][CH:5]=[CH:4][CH:3]=1.[OH-].[Na+].Cl>C1COCC1>[CH2:1]([O:8][CH2:9][C:10]([CH3:16])([CH3:15])[C:11]([OH:13])=[O:12])[C:2]1[CH:7]=[CH:6][CH:5]=[CH:4][CH:3]=1 |f:1.2|. Procedure details: To a stirred solution of methyl 3-(benzyloxy)-2,2-dimethylpropanoate prepared according to Step A (952 mg, 4.28 mmol), in THF (11 mL) was added aqueous 1M NaOH (5.14 mL, 5.14 mmol). Little to no progress was seen at ambient temperature. Additional NaOH (˜7 mL, ˜7 mmol) was then added and the temperature was raised to 65° C., for 20 hours. After cooling to ambient temperature, the bulk of the THF was removed in vacuo. Aqueous 3M HCl (˜5 mL, ˜15 mmol) was then slowly added, resulting in the format... Reactants: C1(=CC=CC=C1)C1CCC(CC1)=O (4-phenylcyclohexanone), C1(CCCCC1)N (cyclohexylamine). The product is C1(CCCCC1)N[C@@H]1CC[C@H](CC1)C1=CC=CC=C1 (trans-N-cyclohexyl-4-phenylcyclohexylamine). Reaction SMILES: [C:1]1([CH:7]2[CH2:12][CH2:11][C:10](=O)[CH2:9][CH2:8]2)[CH:6]=[CH:5][CH:4]=[CH:3][CH:2]=1.[CH:14]1([NH2:20])[CH2:19][CH2:18][CH2:17][CH2:16][CH2:15]1>>[CH:14]1([NH:20][C@H:10]2[CH2:11][CH2:12][C@H:7]([C:1]3[CH:6]=[CH:5][CH:4]=[CH:3][CH:2]=3)[CH2:8][CH2:9]2)[CH2:19][CH2:18][CH2:17][CH2:16][CH2:15]1. Procedure details: from 4-phenylcyclohexanone and cyclohexylamine. Melting point: 68°-70° C. Reactants: O1CCN(CC1)C1=CC(=NC(=N1)C1CCOCC1)C=1C=NC(=NC1)N (6-morpholino-2-(tetrahydro-2H-pyran-4-yl)-4,5′-bipyrimidin-2′-amine), N1CCOCC1 (morpholine). The solvent is CN1CCCC1=O (NMP). Reaction conditions: temperature 150 celsius. Yields the product N1=CN=C(C=C1)C=1C=NC(=NC1)N (4,5′-bipyrimidin-2′-amine). RXN SMILES: O1CCN([C:7]2[N:12]=[C:11](C3CCOCC3)[N:10]=[C:9]([C:19]3[CH:20]=[N:21][C:22]([NH2:25])=[N:23][CH:24]=3)[CH:8]=2)CC1.N1CCOCC1>CN1C(=O)CCC1>[N:12]1[CH:7]=[CH:8][C:9]([C:19]2[CH:24]=[N:23][C:22]([NH2:25])=[N:21][CH:20]=2)=[N:10][CH:11]=1. Procedure: A mixture of 6-morpholino-2-(tetrahydro-2H-pyran-4-yl)-4,5′-bipyrimidin-2′-amine (10 mg, 0.0343 mmol), morpholine (24 mg, 8 equiv, 0.274 mmol) in NMP (0.55 mL) was heated at 150° C. for 10 min in a microwave. The mixture was purified on HPLC to give 6-morpholino-2-tetrahydro-2H-pyran-4-yl)-4,5′-bipyrimidin-2′-amine. LCMS (m/z): 343.1 (MH+). Rt: 1.62 min.